From a dataset of the Open Reaction Database (ORD), a public repository of structured organic reaction records. describe an organic reaction: reactants, conditions, products, and yield Reactants: C1COCCN1, O=C(Cl)CCl, ClCCl, [K+], [K+], O=C([O-])[O-]. Product: O=C(CCl)N1CCOCC1. As a reaction SMILES: [CH2:1]1[CH2:2][O:3][CH2:4][CH2:5][NH:6]1.[Cl:13][CH2:14][C:15](=[O:16])[Cl:17].[Cl:18][CH2:19][Cl:20].[K+:7].[K+:8].[O-:9][C:10]([O-:11])=[O:12]>>[CH2:1]1[CH2:2][O:3][CH2:4][CH2:5][N:6]1[C:15]([CH2:14][Cl:13])=[O:16].